From a dataset of the Open Reaction Database (ORD), a public repository of structured organic reaction records. describe an organic reaction: reactants, conditions, products, and yield Starting materials: CI, CS(C)=O, [K+], [K+], O=C([O-])[O-], O, CCOC(=O)C(=NO)c1csc(NC(c2ccccc2)(c2ccccc2)c2ccccc2)n1. Yields the product CCOC(=O)C(=NOC)c1csc(NC(c2ccccc2)(c2ccccc2)c2ccccc2)n1. RXN SMILES: [CH3:34][I:35].[CH3:43][S:44]([CH3:45])=[O:46].[K+:36].[K+:37].[O-:38][C:39]([O-:40])=[O:41].[OH2:42].[OH:1][N:2]=[C:3]([C:4](=[O:5])[O:6][CH2:7][CH3:8])[c:9]1[n:10][c:11]([NH:14][C:15]([c:16]2[cH:17][cH:18][cH:19][cH:20][cH:21]2)([c:22]2[cH:23][cH:24][cH:25][cH:26][cH:27]2)[c:28]2[cH:29][cH:30][cH:31][cH:32][cH:33]2)[s:12][cH:13]1>>[O:1]([N:2]=[C:3]([C:4](=[O:5])[O:6][CH2:7][CH3:8])[c:9]1[n:10][c:11]([NH:14][C:15]([c:16]2[cH:17][cH:18][cH:19][cH:20][cH:21]2)([c:22]2[cH:23][cH:24][cH:25][cH:26][cH:27]2)[c:28]2[cH:29][cH:30][cH:31][cH:32][cH:33]2)[s:12][cH:13]1)[CH3:39]. The reactants are O (water), ClC1=CC(N(C(N1)=O)C)=O (6-chloro-3-methyl uracil), C([O-])([O-])=O.[K+].[K+] (potassium carbonate), C(CC)I (n-propyl iodide). Run in CN(C)C=O (DMF). Product: ClC1=CC(N(C(N1CCC)=O)C)=O (6-Chloro-3-methyl-1-propylpyrimidine-2,4(1H,3H)-dione). As a reaction SMILES: [Cl:1][C:2]1[NH:7][C:6](=[O:8])[N:5]([CH3:9])[C:4](=[O:10])[CH:3]=1.C(=O)([O-])[O-].[K+].[K+].[CH2:17](I)[CH2:18][CH3:19].O>CN(C=O)C>[Cl:1][C:2]1[N:7]([CH2:17][CH2:18][CH3:19])[C:6](=[O:8])[N:5]([CH3:9])[C:4](=[O:10])[CH:3]=1 |f:1.2.3|. Procedure details: 6-chloro-3-methyl uracil (10 g) and potassium carbonate (10.34 g) in DMF (70 ml) under nitrogen was treated with n-propyl iodide (25.4 g) and heated at reflux for 8 h. The reaction 30 was cooled and then poured into water (700 ml) and extracted with ethyl acetate. The combined organics were dried and evaporated in vacuo to afford the subtitle compound an orange oil, 17.52 g. δ 1HCDCl3 0.98 (3H, t), 1.74 (2H, sextet), 3.33 (3H, s), 4.02 (2H, t), 8.02 (1H, s). The reactants are Cn1cc(Br)cc(N)c1=O, O=C([O-])O, ClC(Cl)Cl, S=C(Cl)Cl, NCCO, [Na+]. Yields the product Cn1cc(Br)cc(NC(=S)NCCO)c1=O. As a reaction SMILES: [Br:1][c:2]1[cH:3][c:4]([NH2:10])[c:5](=[O:9])[n:6]([CH3:8])[cH:7]1.[C:11](=[O:12])([OH:13])[O-:14].[CH:24]([Cl:25])([Cl:26])[Cl:27].[Cl:16][C:17]([Cl:18])=[S:19].[NH2:20][CH2:21][CH2:22][OH:23].[Na+:15]>>[Br:1][c:2]1[cH:3][c:4]([NH:10][C:17](=[S:19])[NH:20][CH2:21][CH2:22][OH:23])[c:5](=[O:9])[n:6]([CH3:8])[cH:7]1.